This data is from the Open Reaction Database (ORD), a public repository of structured organic reaction records. The task is: describe an organic reaction: reactants, conditions, products, and yield Reactants: C(C1=CC=CC=C1)OCCCC1=CC(=NC(=N1)SC)OC(C(F)(F)F)=O (trifluoro-acetic acid 6-(3-benzyloxy-propyl)-2-methylsulfanyl-pyrimidin-4-yl ester), OOS(=O)[O-].[K+] (Oxone), CO.O (methanol water). Reaction conditions: time 8 hour. Yields the product C(C1=CC=CC=C1)OCCCC1=CC(=NC(=N1)S(=O)(=O)C)OC(C(F)(F)F)=O (trifluoro-acetic acid 6-(3-benzyloxy-propyl)-2-methanesulfonyl-pyrimidin-4-yl ester). Reaction SMILES: [CH2:1]([O:8][CH2:9][CH2:10][CH2:11][C:12]1[N:17]=[C:16](SC)[N:15]=[C:14]([O:20][C:21](=[O:26])[C:22]([F:25])([F:24])[F:23])[CH:13]=1)[C:2]1[CH:7]=[CH:6][CH:5]=[CH:4][CH:3]=1.O[O:28][S:29]([O-:31])=O.[K+].[CH3:33]O.O>>[CH2:1]([O:8][CH2:9][CH2:10][CH2:11][C:12]1[N:17]=[C:16]([S:29]([CH3:33])(=[O:31])=[O:28])[N:15]=[C:14]([O:20][C:21](=[O:26])[C:22]([F:23])([F:25])[F:24])[CH:13]=1)[C:2]1[CH:3]=[CH:4][CH:5]=[CH:6][CH:7]=1 |f:1.2,3.4|. Procedure details: A suspension of trifluoro-acetic acid 6-(3-benzyloxy-propyl)-2-methylsulfanyl-pyrimidin-4-yl ester (494 mg) and Oxone (419 mg) in methanol/water (8/2 mL) was stirred at room temperature overnight. Methanol was evaporated under reduced pressure, and the resultant suspension was extracted with ethyl acetate (2×20 mL). The organic fraction was dried over sodium sulphate and evaporated under reduced pressure to afford trifluoro-acetic acid 6-(3-benzyloxy-propyl)-2-methanesulfonyl-pyrimidin-4-yl este... Procedure: The process for the preparation of this compound and its physical properties will be given below. 4.8 grams of m-ethoxycarbonyloxycinnamyl chloride and 7.15 grams of isoindoline are dissolved in 70 milliliters of methanol, and the resulting solution is stirred for 2 hours at room temperature. After completion of the reaction, the methanol is distilled off, and the residue is extracted with benzene. The resulting extract is then purified by silica gel column chromatography and recrystallized from... Isolated yield 23.9%. As a reaction SMILES: C(OC([O:6][C:7]1[CH:8]=[C:9]([CH:14]=[CH:15][CH:16]=1)[CH:10]=[CH:11][CH2:12]Cl)=O)C.[CH2:17]1[C:25]2[C:20](=[CH:21][CH:22]=[CH:23][CH:24]=2)[CH2:19][NH:18]1>CO>[OH:6][C:7]1[CH:8]=[C:9]([CH:14]=[CH:15][CH:16]=1)[CH:10]=[CH:11][CH2:12][N:18]1[CH2:19][C:20]2[C:25](=[CH:24][CH:23]=[CH:22][CH:21]=2)[CH2:17]1. Run at time 2 hour. Reactants: C(C)OC(=O)OC=1C=C(C=CCCl)C=CC1 (m-ethoxycarbonyloxycinnamyl chloride), C1NCC2=CC=CC=C12 (isoindoline). Product: OC=1C=C(C=CCN2CC3=CC=CC=C3C2)C=CC1 (N-(m-hydroxycinnamyl)-isoindoline). Run in CO (methanol). The reactants are CC(=O)CC(C)C, CN, CN(C)Cc1ccc(CCl)o1, CC(=O)[O-], CC#N, Cl, O=[N+]([O-])C=C1NCCS1, [Na+]. The product is CNC(=C[N+](=O)[O-])NCCSCc1ccc(CN(C)C)o1. Reaction SMILES: [CH2:29]([C:30]([CH3:31])=[O:32])[CH:33]([CH3:34])[CH3:35].[CH3:10][NH2:11].[CH3:13][N:14]([CH3:15])[CH2:16][c:17]1[cH:18][cH:19][c:20]([CH2:22][Cl:23])[o:21]1.[CH3:25][C:26](=[O:27])[O-:28].[CH3:36][C:37]#[N:38].[ClH:12].[N+:1](=[O:2])([O-:3])[CH:4]=[C:5]1[S:6][CH2:7][CH2:8][NH:9]1.[Na+:24]>>[N+:1](=[O:2])([O-:3])[CH:4]=[C:5]([NH:9][CH2:8][CH2:7][S:6][CH2:22][c:20]1[cH:19][cH:18][c:17]([CH2:16][N:14]([CH3:13])[CH3:15])[o:21]1)[NH:11][CH3:10]. The reactants are FC(CCCS(=O)CCCCCOC1=CC=C(C=C1)[C@@H]1[C@@H]2C=3C=CC(=CC3CC[C@H]2[C@@H]2CC[C@@H]([C@@]2(C)C1)O)O)(C(F)(F)F)F (11beta-[4-[5-[(4,4,5,5,5-pentafluoropentyl)sulphinyl]pentyloxy]phenyl]estra-1,3,5(10)-triene-3,17beta-diol), [H-].[Na+] (sodium hydride), [Cl-].[NH4+] (ammonium chloride), CC1=CC=C(C=C1)S(=O)(=O)OC1CCCC1 (cyclopentyl 4-methylbenzenesulphonate). The solvent is CN(C=O)C (dimethylformamide). Conditions: time 5 hour. Product: C1(CCCC1)OC1=CC=2CC[C@H]3[C@@H]4CC[C@@H]([C@@]4(C)C[C@@H]([C@@H]3C2C=C1)C1=CC=C(C=C1)OCCCCCS(=O)CCCC(C(F)(F)F)(F)F)O (3-cyclopentyloxy 11beta-[4-[5-[(4,4,5,5,5-pentafluoropentyl)sulphinyl]pentyloxy]phenyl]estra-1,3,5(10)-triene-17beta-ol). Isolated yield 77.8%. RXN SMILES: [F:1][C:2]([F:44])([C:40]([F:43])([F:42])[F:41])[CH2:3][CH2:4][CH2:5][S:6]([CH2:8][CH2:9][CH2:10][CH2:11][CH2:12][O:13][C:14]1[CH:19]=[CH:18][C:17]([C@H:20]2[CH2:37][C@@:35]3([CH3:36])[C@@H:31]([CH2:32][CH2:33][C@@H:34]3[OH:38])[C@H:30]3[C@H:21]2[C:22]2[CH:23]=[CH:24][C:25]([OH:39])=[CH:26][C:27]=2[CH2:28][CH2:29]3)=[CH:16][CH:15]=1)=[O:7].[H-].[Na+].CC1C=CC(S(O[CH:58]2[CH2:62][CH2:61][CH2:60][CH2:59]2)(=O)=O)=CC=1.[Cl-].[NH4+]>CN(C)C=O>[CH:58]1([O:39][C:25]2[CH:24]=[CH:23][C:22]3[C@@H:21]4[C@H:30]([C@H:31]5[C@@:35]([CH2:37][C@@H:20]4[C:17]4[CH:16]=[CH:15][C:14]([O:13][CH2:12][CH2:11][CH2:10][CH2:9][CH2:8][S:6]([CH2:5][CH2:4][CH2:3][C:2]([F:1])([F:44])[C:40]([F:41])([F:42])[F:43])=[O:7])=[CH:19][CH:18]=4)([CH3:36])[C@@H:34]([OH:38])[CH2:33][CH2:32]5)[CH2:29][CH2:28][C:27]=3[CH:26]=2)[CH2:62][CH2:61][CH2:60][CH2:59]1 |f:1.2,4.5|. Reported procedure: 1 g of the product prepared in Example 31, 8.7 cm3 of dimethylformamide and 82 mg of sodium hydride are agitated for 30 minutes. Then 486 mg of cyclopentyl 4-methylbenzenesulphonate is added, agitation is carried out for 5 hours, the whole is poured into an aqueous solution of ammonium chloride, extracted with ethyl acetate, washed with salt water, dried and the solvent is evaporated off. The residue is chromatographed on silica (eluant: methylene chloride-isopropanol 95-5) and 861 mg of product... Starting materials: COC(=O)C1=NC(=C2C=CC(N(C2=C1O)CC1=CC=CC=C1)=O)C#N (1-benzyl-5-cyano-8-hydroxy-2-oxo-1,2-dihydro-[1,6]naphthyridine-7-carboxylic acid methyl ester), NCCC(=O)O (β-alanine), C[O-].[Na+] (NaOMe). The product is C(C1=CC=CC=C1)N1C(C=CC2=C(N=C(C(=C12)O)C(=O)NCCC(=O)O)C#N)=O (3-[(1-Benzyl-5-cyano-8-hydroxy-2-oxo-1,2-dihydro-[1,6]naphthyridine-7-carbonyl)-amino]-propionic acid). Yield: 51.0%. Reaction SMILES: CO[C:3]([C:5]1[C:14]([OH:15])=[C:13]2[C:8]([CH:9]=[CH:10][C:11](=[O:23])[N:12]2[CH2:16][C:17]2[CH:22]=[CH:21][CH:20]=[CH:19][CH:18]=2)=[C:7]([C:24]#[N:25])[N:6]=1)=[O:4].[NH2:26][CH2:27][CH2:28][C:29]([OH:31])=[O:30].C[O-].[Na+]>>[CH2:16]([N:12]1[C:13]2[C:8](=[C:7]([C:24]#[N:25])[N:6]=[C:5]([C:3]([NH:26][CH2:27][CH2:28][C:29]([OH:31])=[O:30])=[O:4])[C:14]=2[OH:15])[CH:9]=[CH:10][C:11]1=[O:23])[C:17]1[CH:22]=[CH:21][CH:20]=[CH:19][CH:18]=1 |f:2.3|. Procedure details: A mixture of 1-benzyl-5-cyano-8-hydroxy-2-oxo-1,2-dihydro-[1,6]naphthyridine-7-carboxylic acid methyl ester (20 mg, 0.060 mmol), β-alanine (532 mg, 6.0 mmol) and NaOMe solution (9.6 mL, 4.8 mmol, 0.5 M in MeOH) was refluxed for 16 h. After the mixture was cooled to r.t., solvent was evaporated in vacuo. The residue was partitioned between EtOAc and water. 1 M HCl was added with vigorous stirring until pH about 2. The organic layer was dried over MgSO4 and concentrated. The residue was taken up i... Reactants: Cc1ccc(Br)c2c(CCO)c[nH]c12, CC(C)(C)[Si](C)(C)Cl, CCOC(C)=O, CN(C)C=O, c1c[nH]cn1. Yields the product Cc1ccc(Br)c2c(CCO[Si](C)(C)C(C)(C)C)c[nH]c12. Reaction SMILES: [Br:1][c:2]1[c:3]2[c:4]([CH2:12][CH2:13][OH:14])[cH:5][nH:6][c:7]2[c:8]([CH3:11])[cH:9][cH:10]1.[C:20]([CH3:21])([CH3:22])([CH3:23])[Si:24]([CH3:25])([CH3:26])[Cl:27].[CH3:33][CH2:34][O:35][C:36]([CH3:37])=[O:38].[O:28]=[CH:29][N:30]([CH3:31])[CH3:32].[nH:15]1[cH:16][cH:17][n:18][cH:19]1>>[Br:1][c:2]1[c:3]2[c:4]([CH2:12][CH2:13][O:14][Si:24]([C:20]([CH3:21])([CH3:22])[CH3:23])([CH3:25])[CH3:26])[cH:5][nH:6][c:7]2[c:8]([CH3:11])[cH:9][cH:10]1.